This data is from the Open Reaction Database (ORD), a public repository of structured organic reaction records. The task is: describe an organic reaction: reactants, conditions, products, and yield Starting materials: Cl (hydrochloric acid), BrC=1C=C(C=CC1OC(CCCCCC)C)C1=CC=C(C=C1)C(=O)O (3'-bromo-4'-(1-methylheptyloxy)-4-biphenylcarboxylic acid), cuprous cyanide, C(CN)N (ethylenediamine). Run in CN(C=O)C (dimethylformamide). Yields the product C(#N)C=1C=C(C=CC1OC(CCCCCC)C)C1=CC=C(C=C1)C(=O)O (3'-cyano-4'-(1-methylheptyloxy)-4-biphenylcarboxylic acid). RXN SMILES: Br[C:2]1[CH:3]=[C:4]([C:17]2[CH:22]=[CH:21][C:20]([C:23]([OH:25])=[O:24])=[CH:19][CH:18]=2)[CH:5]=[CH:6][C:7]=1[O:8][CH:9]([CH3:16])[CH2:10][CH2:11][CH2:12][CH2:13][CH2:14][CH3:15].C(N)[CH2:27][NH2:28].Cl>CN(C)C=O>[C:27]([C:2]1[CH:3]=[C:4]([C:17]2[CH:22]=[CH:21][C:20]([C:23]([OH:25])=[O:24])=[CH:19][CH:18]=2)[CH:5]=[CH:6][C:7]=1[O:8][CH:9]([CH3:16])[CH2:10][CH2:11][CH2:12][CH2:13][CH2:14][CH3:15])#[N:28]. Procedure: A mixture of S 3'-bromo-4'-(1-methylheptyloxy)-4-biphenylcarboxylic acid (56.7 g), cuprous cyanide (16.3 g) and dimethylformamide (140 ml) was heated for 12 hours under reflux, followed by cooling the resulting material to room temperature, treating with 10 wt. % ethylenediamine aqueous solution (700 ml), acidifying with 6N hydrochloric acid, collecting the precipitates by filtration, washing with boiling water, dry-sucking and recrystallizing from acetic acid to obtain S 3'-cyano-4'-(1-methylhe... Reactants: ClCCl, CCn1c(-c2nonc2N)nc2c(C#CC(C)(C)O)ncc(OCC3CN(C(=O)OC(C)(C)C)CCO3)c21, [Na+], [OH-], O, O=C(O)C(F)(F)F. The product is CCn1c(-c2nonc2N)nc2c(C#CC(C)(C)O)ncc(OCC3CNCCO3)c21. As a reaction SMILES: [CH2:48]([Cl:49])[Cl:50].[NH2:1][c:2]1[c:3](-[c:7]2[n:8]([CH2:37][CH3:38])[c:9]3[c:10]([c:11]([C:30]#[C:31][C:32]([CH3:33])([CH3:34])[OH:35])[n:12][cH:13][c:14]3[O:15][CH2:16][CH:17]3[O:18][CH2:19][CH2:20][N:21]([C:23]([O:24][C:25]([CH3:26])([CH3:27])[CH3:28])=[O:29])[CH2:22]3)[n:36]2)[n:4][o:5][n:6]1.[Na+:47].[OH-:46].[OH2:51].[OH:39][C:40]([C:41]([F:42])([F:43])[F:44])=[O:45]>>[NH2:1][c:2]1[c:3](-[c:7]2[n:8]([CH2:37][CH3:38])[c:9]3[c:10]([c:11]([C:30]#[C:31][C:32]([CH3:33])([CH3:34])[OH:35])[n:12][cH:13][c:14]3[O:15][CH2:16][CH:17]3[O:18][CH2:19][CH2:20][NH:21][CH2:22]3)[n:36]2)[n:4][o:5][n:6]1. Starting materials: O=C(NC1CCC(OCc2cc(C(F)(F)F)cc(C(F)(F)F)c2)C1c1ccccc1)OCc1ccccc1, [H-], CI, [Na+], CN(C)C=O. Product: CN(C(=O)OCc1ccccc1)C1CCC(OCc2cc(C(F)(F)F)cc(C(F)(F)F)c2)C1c1ccccc1. Reaction SMILES: [F:1][C:2]([c:3]1[cH:4][c:5]([CH2:13][O:14][CH:15]2[CH:16]([c:31]3[cH:32][cH:33][cH:34][cH:35][cH:36]3)[CH:17]([NH:20][C:21](=[O:22])[O:23][CH2:24][c:25]3[cH:26][cH:27][cH:28][cH:29][cH:30]3)[CH2:18][CH2:19]2)[cH:6][c:7]([C:9]([F:10])([F:11])[F:12])[cH:8]1)([F:37])[F:38].[H-:42].[I:39][CH3:40].[Na+:41].[O:43]=[CH:44][N:45]([CH3:46])[CH3:47]>>[F:1][C:2]([c:3]1[cH:4][c:5]([CH2:13][O:14][CH:15]2[CH:16]([c:31]3[cH:32][cH:33][cH:34][cH:35][cH:36]3)[CH:17]([N:20]([C:21](=[O:22])[O:23][CH2:24][c:25]3[cH:26][cH:27][cH:28][cH:29][cH:30]3)[CH3:40])[CH2:18][CH2:19]2)[cH:6][c:7]([C:9]([F:10])([F:11])[F:12])[cH:8]1)([F:37])[F:38]. Reactants: CC(=O)c1ccc(CC2SC(=O)NC2=O)cc1, CCO, COc1ccc(C=O)cc1, Cl, O. Yields the product COc1ccc(C=CC(=O)c2ccc(CC3SC(=O)NC3=O)cc2)cc1. RXN SMILES: [C:2]([CH3:3])(=[O:4])[c:5]1[cH:6][cH:7][c:8]([CH2:9][CH:10]2[C:11](=[O:16])[NH:12][C:13](=[O:15])[S:14]2)[cH:17][cH:18]1.[CH3:29][CH2:30][OH:31].[CH:19]([c:20]1[cH:21][cH:22][c:23]([O:26][CH3:27])[cH:24][cH:25]1)=[O:28].[ClH:1].[OH2:32]>>[C:2]([CH:3]=[CH:19][c:20]1[cH:21][cH:22][c:23]([O:26][CH3:27])[cH:24][cH:25]1)(=[O:4])[c:5]1[cH:6][cH:7][c:8]([CH2:9][CH:10]2[C:11](=[O:16])[NH:12][C:13](=[O:15])[S:14]2)[cH:17][cH:18]1. The reactants are N1[C@H](CC2=CNC3=CC=CC=C23)C(=O)N([C@@H](CCCCN)C(=O)N[C@@H](C(C)C)C(=O)N[C@@H](CC2=CC=CC=C2)C(=O)N([C@@H](C)C(=O)N[C@@H](CC2=CC=C(C=C2)O)C1=O)C)C(=O)OCC1=CC=CC=C1 (Cyclo(D-Trp-Cbz-Lys-Val-Phe-N-Me-Ala-Tyr)), C(=O)O (formic acid). The reagents and catalysts are [Pd] (palladium on carbon). Run in CO (methanol). Reaction conditions: time 2 hour. Product: N1[C@H](CC2=CNC3=CC=CC=C23)C(=O)N[C@@H](CCCCN)C(=O)N[C@@H](C(C)C)C(=O)N[C@@H](CC2=CC=CC=C2)C(=O)N([C@@H](C)C(=O)N[C@@H](CC2=CC=C(C=C2)O)C1=O)C (Cyclo(D-Trp-Lys-Val-Phe-N-Me-Ala-Tyr)). Reaction SMILES: [NH:1]1[C:57](=[O:58])[C@H:48]([CH2:49][C:50]2[CH:55]=[CH:54][C:53]([OH:56])=[CH:52][CH:51]=2)[NH:47][C:45](=[O:46])[C@H:43]([CH3:44])[N:42]([CH3:59])[C:40](=[O:41])[C@H:32]([CH2:33][C:34]2[CH:39]=[CH:38][CH:37]=[CH:36][CH:35]=2)[NH:31][C:29](=[O:30])[C@H:25]([CH:26]([CH3:28])[CH3:27])[NH:24][C:22](=[O:23])[C@H:16]([CH2:17][CH2:18][CH2:19][CH2:20][NH2:21])[N:15](C(OCC2C=CC=CC=2)=O)[C:13](=[O:14])[C@H:2]1[CH2:3][C:4]1[C:12]2[C:7](=[CH:8][CH:9]=[CH:10][CH:11]=2)[NH:6][CH:5]=1.C(O)=O>[Pd].CO>[NH:1]1[C:57](=[O:58])[C@H:48]([CH2:49][C:50]2[CH:51]=[CH:52][C:53]([OH:56])=[CH:54][CH:55]=2)[NH:47][C:45](=[O:46])[C@H:43]([CH3:44])[N:42]([CH3:59])[C:40](=[O:41])[C@H:32]([CH2:33][C:34]2[CH:39]=[CH:38][CH:37]=[CH:36][CH:35]=2)[NH:31][C:29](=[O:30])[C@H:25]([CH:26]([CH3:28])[CH3:27])[NH:24][C:22](=[O:23])[C@H:16]([CH2:17][CH2:18][CH2:19][CH2:20][NH2:21])[NH:15][C:13](=[O:14])[C@H:2]1[CH2:3][C:4]1[C:12]2[C:7](=[CH:8][CH:9]=[CH:10][CH:11]=2)[NH:6][CH:5]=1. Reported procedure: A dry mixture of 20.3 mg of the product of Example 12 or 13 and 4.4 mg of 10% palladium on carbon are combined with 1.5 ml of a 5:95 mixture on a volume basis of 88% formic acid and methanol. The mixture is stirred for 2 hours and filtered through Celite which had been prewashed with 5% formic acid and methanol followed by washing with two 1 ml portions of methanol. The filtrate is freeze-dried affording a residue of 17 mg of "Cyclo(D-Trp-Lys-Val-Phe-N-Me-Ala-Tyr)." The reactants are O=C1N(CCNC1)C1CC=2C=CC(=CC2CC1)C#N (6-(2-Oxopiperazin-1-yl)-5,6,7,8-tetrahydronaphthalene-2-carbonitrile), O=C1CC=2C=CC(=CC2CC1)C#N (6-Oxo-5,6,7,8-tetrahydronaphthalene-2-carbonitrile). The product is O=C1N(CCN(C1)C1CC=2C=CC(=CC2CC1)C#N)C1CC=2C=CC(=CC2CC1)C#N (6,6′-(2-Oxopiperazine-1,4-diyl)di(5,6,7,8-tetrahydronaphthalene-2-carbonitrile)). As a reaction SMILES: [O:1]=[C:2]1[CH2:7][NH:6][CH2:5][CH2:4][N:3]1[CH:8]1[CH2:17][CH2:16][C:15]2[CH:14]=[C:13]([C:18]#[N:19])[CH:12]=[CH:11][C:10]=2[CH2:9]1.O=[C:21]1[CH2:30][CH2:29][C:28]2[CH:27]=[C:26]([C:31]#[N:32])[CH:25]=[CH:24][C:23]=2[CH2:22]1>>[O:1]=[C:2]1[CH2:7][N:6]([CH:21]2[CH2:30][CH2:29][C:28]3[CH:27]=[C:26]([C:31]#[N:32])[CH:25]=[CH:24][C:23]=3[CH2:22]2)[CH2:5][CH2:4][N:3]1[CH:8]1[CH2:17][CH2:16][C:15]2[CH:14]=[C:13]([C:18]#[N:19])[CH:12]=[CH:11][C:10]=2[CH2:9]1. Reported procedure: The title compound was prepared from 6-(2-Oxopiperazin-1-yl)-5,6,7,8-tetrahydronaphthalene-2-carbonitrile and 6-Oxo-5,6,7,8-tetrahydronaphthalene-2-carbonitrile following essentially the same procedure as Example 6. The product was purified by mass-directed reverse phase HPLC (AcCN-Water with 0.1% TFA). LC-MS (IE, m/z): 411 [M+1]+. Reactants: C(C1=CC(=O)NC(=O)N1)(=O)[O-].[K+] (Potassium orotate), C[C@H]1[C@H]([C@H](C[C@@H](O1)O[C@H]2C[C@@](CC=3C2=C(C4=C(C3O)C(=O)C5=CC=CC(=C5C4=O)OC)O)(C(=O)CO)O)N)O.Cl (Doxorubicin hydrochloride). Reported procedure: Potassium orotate (0.4 g) synthesized in the above step was dissolved in 150 mL of water at 65° C. The solution was de-aired in vacuum and protected with argon. Doxorubicin hydrochloride (1.0 g, 1 eq) was added and the resulting red solution was treated with excess amount of amberlite IR120H resin for 2 hours at the same temperature. After filtration the solution was frozen in dry ice, and lyophilized to give 1.35 g of doxorubicin orotate (J-1220-13-II) as a red solid. Mass Spectroscopy (FIG. 3)... Yields the product C[C@H]1[C@H]([C@H](C[C@@H](O1)O[C@H]2C[C@@](CC=3C2=C(C4=C(C3O)C(=O)C5=CC=CC(=C5C4=O)OC)O)(C(=O)CO)O)N)O.C(C1=CC(=O)NC(=O)N1)(=O)[O-] (doxorubicin orotate). Run in O (water). Reaction SMILES: [C:1]([O-:11])(=[O:10])[C:2]1[NH:9][C:7](=[O:8])[NH:6][C:4](=[O:5])[CH:3]=1.[K+].[CH3:13][C@@H:14]1[O:19][C@@H:18]([O:20][C@@H:21]2[C:26]3=[C:27]([OH:44])[C:28]4[C:40](=[O:41])[C:39]5[C:34](=[CH:35][CH:36]=[CH:37][C:38]=5[O:42][CH3:43])[C:32](=[O:33])[C:29]=4[C:30]([OH:31])=[C:25]3[CH2:24][C@@:23]([OH:49])([C:45]([CH2:47][OH:48])=[O:46])[CH2:22]2)[CH2:17][C@H:16]([NH2:50])[C@@H:15]1[OH:51].Cl>O>[CH3:13][C@@H:14]1[O:19][C@@H:18]([O:20][C@@H:21]2[C:26]3=[C:27]([OH:44])[C:28]4[C:40](=[O:41])[C:39]5[C:34](=[CH:35][CH:36]=[CH:37][C:38]=5[O:42][CH3:43])[C:32](=[O:33])[C:29]=4[C:30]([OH:31])=[C:25]3[CH2:24][C@@:23]([OH:49])([C:45]([CH2:47][OH:48])=[O:46])[CH2:22]2)[CH2:17][C@H:16]([NH2:50])[C@@H:15]1[OH:51].[C:1]([O-:11])(=[O:10])[C:2]1[NH:9][C:7](=[O:8])[NH:6][C:4](=[O:5])[CH:3]=1 |f:0.1,2.3,5.6|. Isolated yield 112.1%. The reactants are FC1=CC=C(C=C1)C(=O)C=1C=NC=C(C1)[C@H]1NCCC1 ((4-fluoro-phenyl)-((S)-5-pyrrolidin-2-yl-pyridin-3-yl)-methanone), C(C)(C)(C)OC(=O)N[C@H](C(=O)O)CCCCNC(=O)OCC1C2=CC=CC=C2C=2C=CC=CC12 ((S)-2-tert-butoxycarbonylamino-6-(9H-fluoren-9-ylmethoxycarbonylamino)-hexanoic acid), C(C)N(C(C)C)C(C)C (ethyldiisopropylamine), 2-(1H-benzo[d][1,2,3]triazol-1-yl)-1,1,3,3-tetramethylisouronium hexafluorophosphate, N1(N=NC2=C1C=CC=C2)O (1H-benzo[d][1,2,3]triazol-1-ol). The solvent is C(C)(=O)OCC (ethyl acetate), CN(C)C=O (DMF), CN(C)C=O (DMF). Conditions: time 16 hour. Yields the product C1=CC=CC=2C3=CC=CC=C3C(C12)COC(NCCCC[C@@H](C(=O)N1[C@@H](CCC1)C=1C=NC=C(C1)C(C1=CC=C(C=C1)F)=O)NC(=O)OC(C)(C)C)=O (((S)-5-tert-butoxycarbonylamino-6-{(S)-2-[5-(4-fluoro-benzoyl)-pyridin-3-yl]pyrrolidin-1-yl}-6-oxo-hexyl)-carbamic acid 9H-fluoren-9-ylmethyl ester). As a reaction SMILES: [F:1][C:2]1[CH:7]=[CH:6][C:5]([C:8]([C:10]2[CH:11]=[N:12][CH:13]=[C:14]([C@@H:16]3[CH2:20][CH2:19][CH2:18][NH:17]3)[CH:15]=2)=[O:9])=[CH:4][CH:3]=1.[C:21]([O:25][C:26]([NH:28][C@@H:29]([CH2:33][CH2:34][CH2:35][CH2:36][NH:37][C:38]([O:40][CH2:41][CH:42]1[C:54]2[CH:53]=[CH:52][CH:51]=[CH:50][C:49]=2[C:48]2[C:43]1=[CH:44][CH:45]=[CH:46][CH:47]=2)=[O:39])[C:30](O)=[O:31])=[O:27])([CH3:24])([CH3:23])[CH3:22].C(N(C(C)C)C(C)C)C.N1(O)C2C=CC=CC=2N=N1>CN(C=O)C.C(OCC)(=O)C>[CH:44]1[C:43]2[CH:42]([CH2:41][O:40][C:38](=[O:39])[NH:37][CH2:36][CH2:35][CH2:34][CH2:33][C@H:29]([NH:28][C:26]([O:25][C:21]([CH3:23])([CH3:22])[CH3:24])=[O:27])[C:30]([N:17]3[CH2:18][CH2:19][CH2:20][C@H:16]3[C:14]3[CH:13]=[N:12][CH:11]=[C:10]([C:8](=[O:9])[C:5]4[CH:4]=[CH:3][C:2]([F:1])=[CH:7][CH:6]=4)[CH:15]=3)=[O:31])[C:54]3[C:49](=[CH:50][CH:51]=[CH:52][CH:53]=3)[C:48]=2[CH:47]=[CH:46][CH:45]=1. Reported procedure: To a solution of (4-fluoro-phenyl)-((S)-5-pyrrolidin-2-yl-pyridin-3-yl)-methanone (1.0 g, 3.7 mmol), (S)-2-tert-butoxycarbonylamino-6-(9H-fluoren-9-ylmethoxycarbonylamino)-hexanoic acid (2.0 g, 4.4 mmol) and ethyldiisopropylamine (3 mL) in DMF (20 mL) was added a solution of 2-(1H-benzo[d][1,2,3]triazol-1-yl)-1,1,3,3-tetramethylisouronium hexafluorophosphate (V) (1.67 g, 4.4 mmol) and 1H-benzo[d][1,2,3]triazol-1-ol (0.6 g, 4.4 mmol) in DMF (10 mL) and the mixture was shaken for 16 hours. The rea... Starting materials: C([O-])([O-])=O.[K+].[K+] (potassium carbonate), C(C)(C)C1=NC=CC2=C(C=CC=C12)CO (1-iso-Propyl-5-hydroxymethylisoquinoline), O (Water), P(=O)(Cl)(Cl)Cl (phosphorus oxychloride). Solvent: C(Cl)(Cl)Cl (chloroform). Run at time 1 hour. Product: C(C)(C)C1=NC=CC2=C(C=CC=C12)CCl (1-isopropyl-5-chloromethylisoquinoline). As a reaction SMILES: [CH:1]([C:4]1[C:13]2[C:8](=[C:9]([CH2:14]O)[CH:10]=[CH:11][CH:12]=2)[CH:7]=[CH:6][N:5]=1)([CH3:3])[CH3:2].P(Cl)(Cl)([Cl:18])=O.O.C(=O)([O-])[O-].[K+].[K+]>C(Cl)(Cl)Cl>[CH:1]([C:4]1[C:13]2[C:8](=[C:9]([CH2:14][Cl:18])[CH:10]=[CH:11][CH:12]=2)[CH:7]=[CH:6][N:5]=1)([CH3:3])[CH3:2] |f:3.4.5|. Procedure: 1-iso-Propyl-5-hydroxymethylisoquinoline (6.5 g) was dissolved in 50 ml of chloroform and 6.5 ml of phosphorus oxychloride was added dropwise under ice cooling. The mixture was stirred at room temperature for 1 hour. Water (50 ml) was added to the reaction mixture, and it was made weakly alkaline with potassium carbonate. The chloroform layer was washed in water, and dried. The solvent was distilled off under reduced pressure to afford 7.1 g of 1-isopropyl-5-chloromethylisoquinoline as a colorle...